From a dataset of the Open Reaction Database (ORD), a public repository of structured organic reaction records. describe an organic reaction: reactants, conditions, products, and yield Starting materials: solid, COC1=CC=C(C=C1)N1N=CC=C1C1=CC=C(C=C1)[N+](=O)[O-] (1-(4-methoxy-phenyl)-5-(4-nitro-phenyl)-1H-pyrazole), COC1=CC=C(C=C1)N1N=CC=C1C1=CC=C(C=C1)[N+](=O)[O-] (1-(4-methoxy-phenyl)-5-(4-nitro-phenyl)-1H-pyrazole), COC1=CC=C(C=C1)CC#N (2-(4-methoxy-phenyl)-acetonitrile). The product is COC1=CC=C(C=C1)C1=C2C(=NO1)C=CC(=C2)C=2N(N=CC2)C2=CC=C(C=C2)OC (3-(4-Methoxy-phenyl)-5-[2-(4-methoxy-phenyl)-2H-pyrazol-3-yl]-benzo[c]isoxazole). As a reaction SMILES: [CH3:1][O:2][C:3]1[CH:8]=[CH:7][C:6]([N:9]2[C:13]([C:14]3[CH:19]=[CH:18][C:17]([N+:20]([O-])=[O:21])=[CH:16][CH:15]=3)=[CH:12][CH:11]=[N:10]2)=[CH:5][CH:4]=1.[CH3:23][O:24][C:25]1[CH:30]=[CH:29][C:28]([CH2:31]C#N)=[CH:27][CH:26]=1>>[CH3:23][O:24][C:25]1[CH:30]=[CH:29][C:28]([C:31]2[O:21][N:20]=[C:17]3[CH:18]=[CH:19][C:14]([C:13]4[N:9]([C:6]5[CH:5]=[CH:4][C:3]([O:2][CH3:1])=[CH:8][CH:7]=5)[N:10]=[CH:11][CH:12]=4)=[CH:15][C:16]=23)=[CH:27][CH:26]=1. Procedure details: The title compound, yellow solid (7 mg, 5%), MS (ISP) m/z=398.2 [(M+H)+], mp 133° C., was prepared in accordance with the general method of example 1 from 1-(4-methoxy-phenyl)-5-(4-nitro-phenyl)-1H-pyrazole (intermediate G) (100 mg, 353 μmol) and commercially available 2-(4-methoxy-phenyl)-acetonitrile.